This data is from the Open Reaction Database (ORD), a public repository of structured organic reaction records. The task is: describe an organic reaction: reactants, conditions, products, and yield The reactants are C1CCOC1, CCOC(C)=O, C[S-], Clc1ccnc(Cl)n1, [Na+]. Product: CSc1ccnc(Cl)n1. As a reaction SMILES: [CH2:12]1[O:13][CH2:14][CH2:15][CH2:16]1.[CH3:17][CH2:18][O:19][C:20](=[O:21])[CH3:22].[CH3:1][S-:2].[Cl:4][c:5]1[n:6][cH:7][cH:8][c:9]([Cl:11])[n:10]1.[Na+:3]>>[CH3:1][S:2][c:9]1[cH:8][cH:7][n:6][c:5]([Cl:4])[n:10]1.